Task: describe an organic reaction: reactants, conditions, products, and yield. Dataset: the Open Reaction Database (ORD), a public repository of structured organic reaction records Reactants: NC1=NNC=C1 (3-aminopyrazole), O\C=C\1/C(NC2=CC=CC=C12)=O (Z-3-[(hydroxy)-methylene]-1,3-dihydro-indol-2-one), NC1=NNC(=C1C#N)SC (3-amino-5-methylsulfanyl-1H-pyrazole-4-carbonitrile). Run in O1CCCC1 (tetrahydrofuran). Yields the product CSC1=C(C(=NN1)NC=C1C(NC2=CC=CC=C12)=O)C#N (5-Methylsulfanyl-3-[(2-oxo-1,2-dihydro-indol-3-ylidenemethyl)-amino]-1H-pyrazole-4-carbonitrile). Reaction SMILES: NC1C=CNN=1.O/[CH:8]=[C:9]1\[C:10](=[O:18])[NH:11][C:12]2[C:17]\1=[CH:16][CH:15]=[CH:14][CH:13]=2.[NH2:19][C:20]1[C:24]([C:25]#[N:26])=[C:23]([S:27][CH3:28])[NH:22][N:21]=1>O1CCCC1>[CH3:28][S:27][C:23]1[NH:22][N:21]=[C:20]([NH:19][CH:8]=[C:9]2[C:17]3[C:12](=[CH:13][CH:14]=[CH:15][CH:16]=3)[NH:11][C:10]2=[O:18])[C:24]=1[C:25]#[N:26]. Reported procedure: The named compound is prepared by substituting 3-amino-5-methylsulfanyl-1H-pyrazole-4-carbonitrile for 3-aminopyrazole in the reaction of Example 1. Specifically, E & Z-3-[(hydroxy)-methylene]-1,3-dihydro-indol-2-one (0.100 gms.) is reacted with 0.2003 gms. of 3-amino-5-methylsulfanyl-1H-pyrazole-4-carbonitrile by refluxing in tetrahydrofuran (2.5 mL). Starting materials: C(C1=CC=CC=C1)OC(NC1CCC=2NC3=CC=C(C=C3C2C1)C#N)=O (racemic (6-cyano-2,3,4,9-tetrahydro-1H-carbazol-3-yl)-carbamic acid benzyl ester), CO (MeOH). The solvent is C(Cl)(Cl)Cl.CO (CHCl3 MeOH). Product: C(C1=CC=CC=C1)OC(N[C@@H]1CCC=2NC3=CC=C(C=C3C2C1)C#N)=O ((R)-(6-Cyano-2,3,4,9-tetrahydro-1H-carbazol-3-yl)-carbamic acid benzyl ester). RXN SMILES: [CH2:1]([O:8][C:9](=[O:26])[NH:10][CH:11]1[CH2:23][C:22]2[C:21]3[C:16](=[CH:17][CH:18]=[C:19]([C:24]#[N:25])[CH:20]=3)[NH:15][C:14]=2[CH2:13][CH2:12]1)[C:2]1[CH:7]=[CH:6][CH:5]=[CH:4][CH:3]=1.CO>C(Cl)(Cl)Cl.CO>[CH2:1]([O:8][C:9](=[O:26])[NH:10][C@H:11]1[CH2:23][C:22]2[C:21]3[C:16](=[CH:17][CH:18]=[C:19]([C:24]#[N:25])[CH:20]=3)[NH:15][C:14]=2[CH2:13][CH2:12]1)[C:2]1[CH:3]=[CH:4][CH:5]=[CH:6][CH:7]=1 |f:2.3|. Procedure: Resolve racemic (6-cyano-2,3,4,9-tetrahydro-1H-carbazol-3-yl)-carbamic acid benzyl ester (Preparation 61) (43.28 g) using preparative HPLC under the following conditions: Chiralcel OD column (8×35 cm), MeOH/0.2% dimethylethyl amine (DMEA) mobile phase at 350 ml/min flow rate with UV detection at 240 nM. Use 20 mL (666 mg) injections in 1:3 CHCl3/MeOH diluent with a runtime of 18.2 min and a stacked recycle injection (2 passes through the column to completely remove both isomers). First isomer to... The reactants are [OH-].[Na+] (sodium hydroxide), OCCCCCCCCC1(CC2=C(C(=C(C(=C2C1)OC)OC)OC)OC)C(=O)OCC (ethyl 2-(8-hydroxyoctyl)-4,5,6,7-tetramethoxy-2-indancarboxylate). Solvent: C(C)O (ethanol). The product is OCCCCCCCCC1(CC2=C(C(=C(C(=C2C1)OC)OC)OC)OC)C(=O)O (2-(8-Hydroxyoctyl)-4,5,6,7-tetramethoxy-2-indancarboxylic acid). Yield: 50.7%. Reaction SMILES: [OH-].[Na+].[OH:3][CH2:4][CH2:5][CH2:6][CH2:7][CH2:8][CH2:9][CH2:10][CH2:11][C:12]1([C:29]([O:31]CC)=[O:30])[CH2:20][C:19]2[C:14](=[C:15]([O:27][CH3:28])[C:16]([O:25][CH3:26])=[C:17]([O:23][CH3:24])[C:18]=2[O:21][CH3:22])[CH2:13]1>C(O)C>[OH:3][CH2:4][CH2:5][CH2:6][CH2:7][CH2:8][CH2:9][CH2:10][CH2:11][C:12]1([C:29]([OH:31])=[O:30])[CH2:20][C:19]2[C:14](=[C:15]([O:27][CH3:28])[C:16]([O:25][CH3:26])=[C:17]([O:23][CH3:24])[C:18]=2[O:21][CH3:22])[CH2:13]1 |f:0.1|. Procedure details: An aqueous sodium hydroxide solution (3N, 1.07 ml, 3.22 mmols) was added to an ethanol (10 ml) solution of ethyl 2-(8-hydroxyoctyl)-4,5,6,7-tetramethoxy-2-indancarboxylate (708 mg, 1.61 mmols). The reaction mixture was heated under reflux for 6 hours, and then concentrated in vacuo, which was made acidic with 1 N hydrochloric acid and then extracted with ethyl acetate. The organic layer was washed with a saturated aqueous sodium chloride solution, and then dried. The solvent was evaporated out i...